From a dataset of the Open Reaction Database (ORD), a public repository of structured organic reaction records. describe an organic reaction: reactants, conditions, products, and yield Starting materials: BrC=1C=CC2=C(C(=NCC(=N2)NCC=O)C2=NC=CC=C2)C1 ([[7-bromo-5-(2-pyridyl)-3H-1,4-benzodiazepine-2-yl]amino]acetaldehyde), dimethyl-acetal, S(O)(O)(=O)=O (sulfuric acid). Run at time 8 hour. The product is BrC=1C=CC2=C(C(=NCC=3N2C=CN3)C3=NC=CC=C3)C1 (8-bromo-6-(2-pyridyl)-4H-imidazo[1,2-a][1,4]benzodiazepine). Isolated yield 81.0%. RXN SMILES: [Br:1][C:2]1[CH:3]=[CH:4][C:5]2[N:11]=[C:10]([NH:12][CH2:13][CH:14]=O)[CH2:9][N:8]=[C:7]([C:16]3[CH:21]=[CH:20][CH:19]=[CH:18][N:17]=3)[C:6]=2[CH:22]=1.S(=O)(=O)(O)O>>[Br:1][C:2]1[CH:3]=[CH:4][C:5]2[N:11]3[CH:14]=[CH:13][N:12]=[C:10]3[CH2:9][N:8]=[C:7]([C:16]3[CH:21]=[CH:20][CH:19]=[CH:18][N:17]=3)[C:6]=2[CH:22]=1. Procedure: A solution of 15 g. (37 mmol) of [[7-bromo-5-(2-pyridyl)-3H-1,4-benzodiazepine-2-yl]amino]acetaldehyde, dimethyl-acetal in 50 ml. of concentrated sulfuric acid, is allowed to stir at room temperature under nitrogen overnight, poured onto crushed ice and crystallized with an aqueous sodium hydroxide solution. After the product is extracted with chloroform the chloroform extract is washed with brine, dried over sodium sulfate and concentrated to an oil in vacuo. On trituration, with ethyl acetate ... The reactants are ClCC=1N=C(SC1)C1=CN(C2=C(C=CC=C12)OC)CC1CCCCC1 (3-[4-(chloromethyl)thiazol-2-yl]-1-(cyclohexyl)methyl-7-methoxy-1H-indole), COCCNC ((2-methoxyethyl)methylamine), O1CCOCC1 (1,4-dioxane). The solvent is C(C)#N (acetonitrile). The product is Cl.C1(CCCCC1)CN1C=C(C2=CC=CC(=C12)OC)C=1SC=C(N1)CN(C)CCOC (1-(Cyclohexyl)methyl-7-methoxy-3-(4-{[N-(2-methoxyethyl)-N-methylamino]methyl}-[1,3]-thiazol-2-yl)-1H-indole, hydrochloride salt). Reaction SMILES: [Cl:1][CH2:2][C:3]1[N:4]=[C:5]([C:8]2[C:16]3[C:11](=[C:12]([O:17][CH3:18])[CH:13]=[CH:14][CH:15]=3)[N:10]([CH2:19][CH:20]3[CH2:25][CH2:24][CH2:23][CH2:22][CH2:21]3)[CH:9]=2)[S:6][CH:7]=1.[CH3:26][O:27][CH2:28][CH2:29][NH:30][CH3:31].O1CCOCC1>C(#N)C>[ClH:1].[CH:20]1([CH2:19][N:10]2[C:11]3[C:16](=[CH:15][CH:14]=[CH:13][C:12]=3[O:17][CH3:18])[C:8]([C:5]3[S:6][CH:7]=[C:3]([CH2:2][N:30]([CH2:29][CH2:28][O:27][CH3:26])[CH3:31])[N:4]=3)=[CH:9]2)[CH2:25][CH2:24][CH2:23][CH2:22][CH2:21]1 |f:4.5|. Reported procedure: A mixture of 3-[4-(chloromethyl)thiazol-2-yl]-1-(cyclohexyl)methyl-7-methoxy-1H-indole (100 mg, 0.27 mmol), (2-methoxyethyl)methylamine (119 mg, 1.33 mmol), 1,4-dioxane (2 ml), and acetonitrile (1 ml) was subjected to microwave irradiation for 10 min at 160° C. The reaction mixture was concentrated in vacuo and the obtained reside was mixed with aqueous sodium hydroxide (1M; 50 ml) and extracted with dichloromethane (4×50 ml). The combined organic layers were washed with brine, dried over magnes...